Task: describe an organic reaction: reactants, conditions, products, and yield. Dataset: the Open Reaction Database (ORD), a public repository of structured organic reaction records Reactants: FC(C=1C=C(CN(C2=CC(=NC=N2)NCCC(=O)OC(C)(C)C)CC2=C(C=CC(=C2)C(F)(F)F)N(CC)CCCC)C=C(C1)C(F)(F)F)(F)F (Tert-butyl 3-(6-{(3,5-bis-trifluoromethyl-benzyl)-[2-(butyl-ethyl-amino)-5-trifluoromethyl-benzyl]-amino}-pyrimidin-4-ylamino)-propionate), C([O-])(O)=O.[Na+] (sodium bicarbonate), O (water). Run in Cl (hydrochloric acid), C(C)(=O)OCC (ethyl acetate), C(C)(=O)OCC (ethyl acetate). Conditions: time 1.5 hour. The product is FC(C=1C=C(CN(C2=CC(=NC=N2)NCCC(=O)O)CC2=C(C=CC(=C2)C(F)(F)F)N(CC)CCCC)C=C(C1)C(F)(F)F)(F)F (3-(6-{(3,5-bis-trifluoromethyl-benzyl)-[2-(butyl-ethyl-amino)-5-trifluoromethyl-benzyl]-amino}-pyrimidin-4-ylamino)-propionic acid). The yield is 103.0%. Reaction SMILES: [F:1][C:2]([F:50])([F:49])[C:3]1[CH:4]=[C:5]([CH:42]=[C:43]([C:45]([F:48])([F:47])[F:46])[CH:44]=1)[CH2:6][N:7]([CH2:24][C:25]1[CH:30]=[C:29]([C:31]([F:34])([F:33])[F:32])[CH:28]=[CH:27][C:26]=1[N:35]([CH2:38][CH2:39][CH2:40][CH3:41])[CH2:36][CH3:37])[C:8]1[N:13]=[CH:12][N:11]=[C:10]([NH:14][CH2:15][CH2:16][C:17]([O:19]C(C)(C)C)=[O:18])[CH:9]=1.O.C(=O)(O)[O-].[Na+]>Cl.C(OCC)(=O)C>[F:50][C:2]([F:1])([F:49])[C:3]1[CH:4]=[C:5]([CH:42]=[C:43]([C:45]([F:46])([F:47])[F:48])[CH:44]=1)[CH2:6][N:7]([CH2:24][C:25]1[CH:30]=[C:29]([C:31]([F:34])([F:33])[F:32])[CH:28]=[CH:27][C:26]=1[N:35]([CH2:38][CH2:39][CH2:40][CH3:41])[CH2:36][CH3:37])[C:8]1[N:13]=[CH:12][N:11]=[C:10]([NH:14][CH2:15][CH2:16][C:17]([OH:19])=[O:18])[CH:9]=1 |f:2.3|. Reported procedure: Tert-butyl 3-(6-{(3,5-bis-trifluoromethyl-benzyl)-[2-(butyl-ethyl-amino)-5-trifluoromethyl-benzyl]-amino}-pyrimidin-4-ylamino)-propionate (60 mg) is dissolved in a 4N-hydrochloric acid in ethyl acetate (0.5 ml) and the mixture is stirred at room temperature for 1.5 hours. To the reaction solution are added ethyl acetate and water, and followed by a further addition of a saturated aqueous sodium bicarbonate solution to make the pH of aqueous layer to be about 4, and the mixture is separated. The ... Reactants: CC(C)CC(NC(=O)OCc1ccccc1)C(=O)NC(CO)C(O)C(O)C(O)C(=O)NC(CC(N)=O)c1ccccc1, CO. Product: CC(C)CC(N)C(=O)NC(CO)C(O)C(O)C(O)C(=O)NC(CC(N)=O)c1ccccc1. Reaction SMILES: [CH2:1]([O:2][C:3](=[O:4])[NH:11][CH:12]([CH2:13][CH:14]([CH3:15])[CH3:16])[C:17](=[O:18])[NH:19][CH:20]([CH:21]([CH:22]([CH:23]([C:24](=[O:25])[NH:26][CH:27]([CH2:28][C:29](=[O:30])[NH2:31])[c:32]1[cH:33][cH:34][cH:35][cH:36][cH:37]1)[OH:38])[OH:39])[OH:40])[CH2:41][OH:42])[c:5]1[cH:6][cH:7][cH:8][cH:9][cH:10]1.[CH3:43][OH:44]>>[NH2:11][CH:12]([CH2:13][CH:14]([CH3:15])[CH3:16])[C:17](=[O:18])[NH:19][CH:20]([CH:21]([CH:22]([CH:23]([C:24](=[O:25])[NH:26][CH:27]([CH2:28][C:29](=[O:30])[NH2:31])[c:32]1[cH:33][cH:34][cH:35][cH:36][cH:37]1)[OH:38])[OH:39])[OH:40])[CH2:41][OH:42]. Reactants: [BH4-], CC(C)[O-], CC(C)[O-], CC(C)[O-], CC(C)[O-], CO, Nc1cccc2cncc(Cl)c12, ClCCl, [Na+], [Na+], CC(C)(C)OC(=O)N1CCC(=O)CC1, O=C([O-])O, [Ti+4]. Product: CC(C)(C)OC(=O)N1CCC(Nc2cccc3cncc(Cl)c23)CC1. RXN SMILES: [BH4-:27].[CH3:34][CH:35]([CH3:36])[O-:37].[CH3:38][CH:39]([CH3:40])[O-:41].[CH3:42][CH:43]([CH3:44])[O-:45].[CH3:46][CH:47]([CH3:48])[O-:49].[CH3:51][OH:52].[Cl:1][c:2]1[cH:3][n:4][cH:5][c:6]2[cH:7][cH:8][cH:9][c:10]([NH2:12])[c:11]12.[Cl:53][CH2:54][Cl:55].[Na+:28].[Na+:29].[O:13]=[C:14]1[CH2:15][CH2:16][N:17]([C:20](=[O:21])[O:22][C:23]([CH3:24])([CH3:25])[CH3:26])[CH2:18][CH2:19]1.[OH:30][C:31](=[O:32])[O-:33].[Ti+4:50]>>[Cl:1][c:2]1[cH:3][n:4][cH:5][c:6]2[cH:7][cH:8][cH:9][c:10]([NH:12][CH:14]3[CH2:15][CH2:16][N:17]([C:20](=[O:21])[O:22][C:23]([CH3:24])([CH3:25])[CH3:26])[CH2:18][CH2:19]3)[c:11]12. Reactants: Cc1ccc(-n2nc(C(C)(C)C)cc2NC(=O)Nc2ccc(OCc3ccnc(NC(=O)CCl)c3)c3ccccc23)cc1, COCCN, CCN(C(C)C)C(C)C, ClCCl, CN(C)C=O. Product: COCCNCC(=O)Nc1cc(COc2ccc(NC(=O)Nc3cc(C(C)(C)C)nn3-c3ccc(C)cc3)c3ccccc23)ccn1. Reaction SMILES: [C:1]([CH3:2])([CH3:3])([CH3:4])[c:5]1[n:6][n:7](-[c:37]2[cH:38][cH:39][c:40]([CH3:43])[cH:41][cH:42]2)[c:8]([NH:10][C:11]([NH:12][c:13]2[cH:14][cH:15][c:16]([O:23][CH2:24][c:25]3[cH:26][c:27]([NH:31][C:32]([CH2:33][Cl:34])=[O:35])[n:28][cH:29][cH:30]3)[c:17]3[cH:18][cH:19][cH:20][cH:21][c:22]23)=[O:36])[cH:9]1.[CH3:53][O:54][CH2:55][CH2:56][NH2:57].[CH:44]([N:45]([CH2:46][CH3:47])[CH:48]([CH3:49])[CH3:50])([CH3:51])[CH3:52].[Cl:58][CH2:59][Cl:60].[O:61]=[CH:62][N:63]([CH3:64])[CH3:65]>>[C:1]([CH3:2])([CH3:3])([CH3:4])[c:5]1[n:6][n:7](-[c:37]2[cH:38][cH:39][c:40]([CH3:43])[cH:41][cH:42]2)[c:8]([NH:10][C:11]([NH:12][c:13]2[cH:14][cH:15][c:16]([O:23][CH2:24][c:25]3[cH:26][c:27]([NH:31][C:32]([CH2:33][NH:57][CH2:56][CH2:55][O:54][CH3:53])=[O:35])[n:28][cH:29][cH:30]3)[c:17]3[cH:18][cH:19][cH:20][cH:21][c:22]23)=[O:36])[cH:9]1. Starting materials: starting material, C1(=CC=CC=C1)N1N=CC=2C1=NC(=NC2Cl)Cl (1-phenyl-4,6-dichloropyrazolo[3,4-d]pyrimidine), N[C@H](CO)CC1=CC=CC=C1 ((S)-(-)-2-amino-3-phenyl-1-propanol). The solvent is C(C)O (ethanol). Reaction conditions: time 24 hour. Yields the product C1(=CC=CC=C1)N1N=CC=2C1=NC(=NC2N[C@H](CO)CC2=CC=CC=C2)Cl ((S)-β-[(1-phenyl-6-chloro-1H-pyrazolo[3,4-d]pyrimidin-4-yl)amino]benzenepropanol). Isolated yield 97.0%. As a reaction SMILES: [C:1]1([N:7]2[C:11]3=[N:12][C:13]([Cl:17])=[N:14][C:15](Cl)=[C:10]3[CH:9]=[N:8]2)[CH:6]=[CH:5][CH:4]=[CH:3][CH:2]=1.[NH2:18][C@@H:19]([CH2:22][C:23]1[CH:28]=[CH:27][CH:26]=[CH:25][CH:24]=1)[CH2:20][OH:21]>C(O)C>[C:1]1([N:7]2[C:11]3=[N:12][C:13]([Cl:17])=[N:14][C:15]([NH:18][C@@H:19]([CH2:22][C:23]4[CH:28]=[CH:27][CH:26]=[CH:25][CH:24]=4)[CH2:20][OH:21])=[C:10]3[CH:9]=[N:8]2)[CH:6]=[CH:5][CH:4]=[CH:3][CH:2]=1. Reported procedure: 2.5 g of the starting material 1-phenyl-4,6-dichloropyrazolo[3,4-d]pyrimidine was suspended in 60 ml of ethanol. Next, 4.28 g of (S)-(-)-2-amino-3-phenyl-1-propanol was added and the reaction was allowed to stir for 24 hours. The solvent was then removed under vacuum and the crude oil was purified by flash chromatography (10-15-20% isopropyl alcohol/hexane) to yield 3.5 g of (S)-β-[(1-phenyl-6-chloro-1H-pyrazolo[3,4-d]pyrimidin-4-yl)amino]benzenepropanol (97%). Reactants: C(C)OP(=O)(CN1C(C=2C(C1=O)=CC=CC2)=O)CC(C(=O)OCC2=CC=CC=C2)CC(C)C (benzyl 2(RS)-[[(RS)-(ethoxy)(phthalimidomethyl)phosphinyl]methyl]-4 -methylvalerate). The solvent is solution, O.NN (hydrazine hydrate), C(C)O (ethanol). Conditions: time 8 hour. Product: NCP(=O)(OCC)CC(C(=O)OCC1=CC=CC=C1)CC(C)C (benzyl 2(RS)-[[(RS) -(aminomethyl)(ethoxy)phosphinyl]methyl]-4-methylvalerate). Yield: 117.2%. RXN SMILES: [CH2:1]([O:3][P:4]([CH2:18][CH:19]([CH2:30][CH:31]([CH3:33])[CH3:32])[C:20]([O:22][CH2:23][C:24]1[CH:29]=[CH:28][CH:27]=[CH:26][CH:25]=1)=[O:21])([CH2:6][N:7]1C(=O)C2=CC=CC=C2C1=O)=[O:5])[CH3:2]>O.NN.C(O)C>[NH2:7][CH2:6][P:4]([CH2:18][CH:19]([CH2:30][CH:31]([CH3:32])[CH3:33])[C:20]([O:22][CH2:23][C:24]1[CH:29]=[CH:28][CH:27]=[CH:26][CH:25]=1)=[O:21])([O:3][CH2:1][CH3:2])=[O:5] |f:1.2|. Procedure: 3 g (6.4 mmol) of benzyl 2(RS)-[[(RS)-(ethoxy)(phthalimidomethyl)phosphinyl]methyl]-4 -methylvalerate were dissolved in 39 ml (12.8 mmol) of a 0.33M solution of hydrazine hydrate in ethanol. The solution was stirred at room temperature overnight. The solvent was removed by evaporation and traces of hydrazine were removed by treatment with toluene followed by evaporation. The residue was taken up in 50 ml of dichloromethane and stirred at room temperature for 45 minutes in the presence of 5 ml of...